Task: describe an organic reaction: reactants, conditions, products, and yield. Dataset: the Open Reaction Database (ORD), a public repository of structured organic reaction records Reactants: BrC=1SC=C(N1)C(=O)NC=1C=NN(C1[C@@H]1CC[C@H]([C@@H](CO1)F)NC(OC(C)(C)C)=O)C (tert-butyl ((3S,4R,7S)-7-(4-(2-bromothiazole-4-carboxamido)-1-methyl-1H-pyrazol-5-yl)-3-fluorooxepan-4-yl)carbamate), BrC=1SC=C(N1)C(=O)NC=1C=NN(C1[C@@H]1CC[C@H]([C@@H](CO1)F)NC(OC(C)(C)C)=O)C (tert-butyl ((3S,4R,7S)-7-(4-(2-bromothiazole-4-carboxamido)-1-methyl-1H-pyrazol-5-yl)-3-fluorooxepan-4-yl)carbamate), C1(CC1)N1N=CC(=C1)B1OC(C(O1)(C)C)(C)C (1-cyclopropyl-4-(4,4,5,5-tetramethyl-1,3,2-dioxaborolan-2-yl)-1H-pyrazole). The product is N[C@@H]1CC[C@H](OC[C@H]1F)C1=C(C=NN1C)NC(=O)C=1N=C(SC1)C=1C=NN(C1)C1CC1 (N-(5-((2S,5R,6S)-5-amino-6-fluorooxepan-2-yl)-1-methyl-1H-pyrazol-4-yl)-2-(1-cyclopropyl-1H-pyrazol-4-yl)thiazole-4-carboxamide). RXN SMILES: Br[C:2]1[S:3][CH:4]=[C:5]([C:7]([NH:9][C:10]2[CH:11]=[N:12][N:13]([CH3:31])[C:14]=2[C@H:15]2[O:21][CH2:20][C@@H:19]([F:22])[C@H:18]([NH:23]C(=O)OC(C)(C)C)[CH2:17][CH2:16]2)=[O:8])[N:6]=1.[CH:32]1([N:35]2[CH:39]=[C:38](B3OC(C)(C)C(C)(C)O3)[CH:37]=[N:36]2)[CH2:34][CH2:33]1>>[NH2:23][C@H:18]1[C@H:19]([F:22])[CH2:20][O:21][C@H:15]([C:14]2[N:13]([CH3:31])[N:12]=[CH:11][C:10]=2[NH:9][C:7]([C:5]2[N:6]=[C:2]([C:38]3[CH:37]=[N:36][N:35]([CH:32]4[CH2:34][CH2:33]4)[CH:39]=3)[S:3][CH:4]=2)=[O:8])[CH2:16][CH2:17]1. Reported procedure: Following the procedure for Example 101 starting from tert-butyl ((3S,4R,7S)-7-(4-(2-bromothiazole-4-carboxamido)-1-methyl-1H-pyrazol-5-yl)-3-fluorooxepan-4-yl)carbamate (Intermediate 99), and replacing 3,6-dihydro-2H-pyran-4-boronic acid pinacol ester with 1-cyclopropyl-4-(4,4,5,5-tetramethyl-1,3,2-dioxaborolan-2-yl)-1H-pyrazole gave 235. 1H NMR (400 MHz, DMSO-d6) δ 9.75 (s, 1H), 8.44 (s, 1H), 8.22 (s, 1H), 8.03 (s, 1H), 7.90 (s, 1H), 4.92-4.83 (m, 1H), 4.59-4.40 (m, 1H), 4.32 (dd, J=22.2, 15.0... Starting materials: CCO, NCCCC(=O)O, NC(=O)c1cc2c3c(cccc3c1)C(=O)OC2=O. Product: NC(=O)c1cc2c3c(cccc3c1)C(=O)N(CCCC(=O)O)C2=O. RXN SMILES: [CH3:26][CH2:27][OH:28].[NH2:19][CH2:20][CH2:21][CH2:22][C:23](=[O:24])[OH:25].[O:1]=[C:2]1[O:3][C:4](=[O:18])[c:5]2[c:6]3[c:7]([cH:8][cH:9][cH:10][c:11]31)[cH:12][c:13]([C:15](=[O:16])[NH2:17])[cH:14]2>>[O:1]=[C:2]1[c:11]2[c:6]3[c:5]([cH:14][c:13]([C:15](=[O:16])[NH2:17])[cH:12][c:7]3[cH:8][cH:9][cH:10]2)[C:4](=[O:3])[N:19]1[CH2:20][CH2:21][CH2:22][C:23](=[O:24])[OH:25]. Reactants: C=CC1=CC=CC=C1 (styrene), C(CCCCC)C1=C(SC(=C1)C=C)C=C (3-Hexyl-2,5-divinylthiophene). Run in ClC1=CC=CC=C1 (chlorobenzene). Run at temperature 124 celsius, time 16 hour. Product: C(CCCCC)C=1SC=CC1 (Hexylthiophene). As a reaction SMILES: [CH2:1]=[CH:2][C:3]1C=CC=C[CH:4]=1.C([C:15]1[CH:19]=[C:18]([CH:20]=[CH2:21])[S:17][C:16]=1C=C)CCCCC>ClC1C=CC=CC=1>[CH2:20]([C:18]1[S:17][CH:16]=[CH:15][CH:19]=1)[CH2:21][CH2:1][CH2:2][CH2:3][CH3:4]. Procedure: A mixture of the polymeric macroinitiator, 6 (2.0 g, 0.30 mmol, Mw) 7200, PDI) 1.09), styrene (0.258 g, 2.48 mmol), and 5 (0.916 g, 4.15 mmol) was dissolved in chlorobenzene (2.9 mL), degassed by four freeze/pump/thaw cycles, and sealed under argon. The polymerization mixture was then stirred at 124° C. for 16 h and allowed to cool, and the star polymer, 16, was obtained after precipitation into methanol (3.1 g, 90%, Mw) 49400, PDI) 1.58). 1H NMR (CDCl3): δ (ppm) 6.32-7.2 (br m), 0.81-2.12 (br m... The reactants are N(=NC(=O)N1CCCCC1)C(=O)N1CCCCC1 (1,1′-(azodicarbonyl)dipiperidine), COC=1C=C(C=CC1OCC=1N=C(SC1)N1CCOCC1)CO ({3-methoxy-4-[(2-morpholin-4-yl-1,3-thiazol-4-yl)methoxy]phenyl}methanol), OC1=NN(C=C1C=O)C1=CC=CC=C1 (3-hydroxy-1-phenyl-1H-pyrazole-4-carbaldehyde), C(CCC)P(CCCC)CCCC (tributylphosphine). Run in O1CCCC1 (tetrahydrofuran). Conditions: time 15 hour. The product is COC=1C=C(COC2=NN(C=C2C=O)C2=CC=CC=C2)C=CC1OCC=1N=C(SC1)N1CCOCC1 (3-({3-methoxy-4-[(2-morpholin-4-yl-1,3-thiazol-4-yl)methoxy]benzyl}oxy)-1-phenyl-1H-pyrazole-4-carbaldehyde). Yield: 59.3%. Reaction SMILES: [CH3:1][O:2][C:3]1[CH:4]=[C:5]([CH2:22][OH:23])[CH:6]=[CH:7][C:8]=1[O:9][CH2:10][C:11]1[N:12]=[C:13]([N:16]2[CH2:21][CH2:20][O:19][CH2:18][CH2:17]2)[S:14][CH:15]=1.O[C:25]1[C:29]([CH:30]=[O:31])=[CH:28][N:27]([C:32]2[CH:37]=[CH:36][CH:35]=[CH:34][CH:33]=2)[N:26]=1.C(P(CCCC)CCCC)CCC.N(C(N1CCCCC1)=O)=NC(N1CCCCC1)=O>O1CCCC1>[CH3:1][O:2][C:3]1[CH:4]=[C:5]([CH:6]=[CH:7][C:8]=1[O:9][CH2:10][C:11]1[N:12]=[C:13]([N:16]2[CH2:17][CH2:18][O:19][CH2:20][CH2:21]2)[S:14][CH:15]=1)[CH2:22][O:23][C:25]1[C:29]([CH:30]=[O:31])=[CH:28][N:27]([C:32]2[CH:33]=[CH:34][CH:35]=[CH:36][CH:37]=2)[N:26]=1. Reported procedure: To a mixture of {3-methoxy-4-[(2-morpholin-4-yl-1,3-thiazol-4-yl)methoxy]phenyl}methanol (0.93 g), 3-hydroxy-1-phenyl-1H-pyrazole-4-carbaldehyde (0.58 g), tributylphosphine (0.85 g) and tetrahydrofuran (100 mL) was added 1,1′-(azodicarbonyl)dipiperidine (1.06 g) at room temperature, and the mixture was stirred for 15 hrs. The precipitated crystals were removed by filtration and the filtrate was concentrated. The residue was subjected to silica gel column chromatography to give 3-({3-methoxy-4-[(... Starting materials: CS(=O)(=O)Cl, Nc1n[nH]c2ccc([N+](=O)[O-])cc12, c1ccncc1. Yields the product CS(=O)(=O)Nc1n[nH]c2ccc([N+](=O)[O-])cc12. As a reaction SMILES: [CH3:14][S:15](=[O:16])(=[O:17])[Cl:18].[NH2:1][c:2]1[n:3][nH:4][c:5]2[cH:6][cH:7][c:8]([N+:11](=[O:12])[O-:13])[cH:9][c:10]12.[cH:19]1[cH:20][cH:21][n:22][cH:23][cH:24]1>>[NH:1]([c:2]1[n:3][nH:4][c:5]2[cH:6][cH:7][c:8]([N+:11](=[O:12])[O-:13])[cH:9][c:10]12)[S:15]([CH3:14])(=[O:16])=[O:17]. Reactants: COC(=O)C(=NOCc1ccccc1)C(C)=O, CON, CO, Cl. Product: CON=C(C)C(=NOCc1ccccc1)C(=O)OC. Reaction SMILES: [CH2:1]([c:2]1[cH:3][cH:4][cH:5][cH:6][cH:7]1)[O:8][N:9]=[C:10]([C:11](=[O:12])[O:13][CH3:14])[C:15](=[O:16])[CH3:17].[CH3:19][O:20][NH2:21].[CH3:22][OH:23].[ClH:18]>>[CH2:1]([c:2]1[cH:3][cH:4][cH:5][cH:6][cH:7]1)[O:8][N:9]=[C:10]([C:11](=[O:12])[O:13][CH3:14])[C:15]([CH3:17])=[N:21][O:20][CH3:19]. Reactants: CCOC(=O)c1cn2c3c(c(F)c(F)cc3c1=O)C(=O)CC2C, CC1CNCCN1, CN(C)C=O. The product is CCOC(=O)c1cn2c3c(c(N4CCNC(C)C4)c(F)cc3c1=O)C(=O)CC2C. As a reaction SMILES: [CH2:1]([CH3:2])[O:3][C:4](=[O:5])[c:6]1[cH:7][n:8]2[c:13]3[c:12]([c:19]([F:20])[c:18]([F:21])[cH:17][c:14]3[c:15]1=[O:16])[C:11](=[O:22])[CH2:10][CH:9]2[CH3:23].[CH3:24][CH:25]1[NH:26][CH2:27][CH2:28][NH:29][CH2:30]1.[CH3:31][N:32]([CH3:33])[CH:34]=[O:35]>>[CH2:1]([CH3:2])[O:3][C:4](=[O:5])[c:6]1[cH:7][n:8]2[c:13]3[c:12]([c:19]([N:29]4[CH2:28][CH2:27][NH:26][CH:25]([CH3:24])[CH2:30]4)[c:18]([F:21])[cH:17][c:14]3[c:15]1=[O:16])[C:11](=[O:22])[CH2:10][CH:9]2[CH3:23].